This data is from the Open Reaction Database (ORD), a public repository of structured organic reaction records. The task is: describe an organic reaction: reactants, conditions, products, and yield The reactants are COc1ccc2c(c(CCCO[Si](C)(C)C(C)(C)C)nc3c4cc5c(cc4ccc23)OCO5)c1OCc1ccccc1, CCCC[N+](CCCC)(CCCC)CCCC, [F-], C1CCOC1, O. The product is COc1ccc2c(c(CCCO)nc3c4cc5c(cc4ccc23)OCO5)c1OCc1ccccc1. RXN SMILES: [CH2:1]1[O:2][c:3]2[c:4]([cH:5][c:6]3[c:7]([cH:8][cH:9][c:10]4[c:11]5[cH:12][cH:13][c:14]([O:39][CH3:40])[c:15]([O:31][CH2:32][c:33]6[cH:34][cH:35][cH:36][cH:37][cH:38]6)[c:16]5[c:17]([CH2:20][CH2:21][CH2:22][O:23][Si:24]([C:25]([CH3:26])([CH3:27])[CH3:28])([CH3:29])[CH3:30])[n:18][c:19]34)[cH:41]2)[O:42]1.[CH3:44][CH2:45][CH2:46][CH2:47][N+:48]([CH2:49][CH2:50][CH2:51][CH3:52])([CH2:53][CH2:54][CH2:55][CH3:56])[CH2:57][CH2:58][CH2:59][CH3:60].[F-:43].[O:62]1[CH2:63][CH2:64][CH2:65][CH2:66]1.[OH2:61]>>[CH2:1]1[O:2][c:3]2[c:4]([cH:5][c:6]3[c:7]([cH:8][cH:9][c:10]4[c:11]5[cH:12][cH:13][c:14]([O:39][CH3:40])[c:15]([O:31][CH2:32][c:33]6[cH:34][cH:35][cH:36][cH:37][cH:38]6)[c:16]5[c:17]([CH2:20][CH2:21][CH2:22][OH:23])[n:18][c:19]34)[cH:41]2)[O:42]1.